From a dataset of the Open Reaction Database (ORD), a public repository of structured organic reaction records. describe an organic reaction: reactants, conditions, products, and yield Starting materials: C1COCCN1, CN(C)C=O, N#Cc1ccc([N+](=O)[O-])cc1[N+](=O)[O-], O. Product: N#Cc1ccc(N2CCOCC2)cc1[N+](=O)[O-]. RXN SMILES: [CH2:15]1[CH2:16][O:17][CH2:18][CH2:19][NH:20]1.[CH3:22][N:23]([CH3:24])[CH:25]=[O:26].[N+:1](=[O:2])([O-:3])[c:4]1[c:5]([C:6]#[N:7])[cH:8][cH:9][c:10]([N+:12]([O-:13])=[O:14])[cH:11]1.[OH2:21]>>[N+:1](=[O:2])([O-:3])[c:4]1[c:5]([C:6]#[N:7])[cH:8][cH:9][c:10]([N:12]2[CH2:15][CH2:16][O:17][CH2:18][CH2:19]2)[cH:11]1. Starting materials: C(=O)(O)C=1C(=C(NC(CCC(=O)O)=O)C(=C(C1I)N)I)I (3'-Carboxy-5'-amino-2',4',6'-triiodosuccinanilic acid), C(C)(=O)OC(C)=O (acetic anhydride). Reagents/catalysts: Cl(=O)(=O)(=O)O (perchloric acid). Yields the product C(=O)(O)C=1C(=C(NC(CCC(=O)O)=O)C(=C(C1I)NC(C)=O)I)I (3'-carboxy-5'-acetamido-2',4',6'-triiodosuccinanilic acid). As a reaction SMILES: [C:1]([C:4]1[C:5]([I:21])=[C:6]([C:15]([I:20])=[C:16]([NH2:19])[C:17]=1[I:18])[NH:7][C:8](=[O:14])[CH2:9][CH2:10][C:11]([OH:13])=[O:12])([OH:3])=[O:2].[C:22](OC(=O)C)(=[O:24])[CH3:23]>Cl(O)(=O)(=O)=O>[C:1]([C:4]1[C:5]([I:21])=[C:6]([C:15]([I:20])=[C:16]([NH:19][C:22](=[O:24])[CH3:23])[C:17]=1[I:18])[NH:7][C:8](=[O:14])[CH2:9][CH2:10][C:11]([OH:13])=[O:12])([OH:3])=[O:2]. Reported procedure: Potassium iododichloride (335 ml. 2.23N in water), was added over a period of forty minutes to a stirred suspension of 57.3 g. of 3'-carboxy-5'-aminosuccinanilic acid in 435 ml. of water. The solid product was collected by filtration and recrystallized from water and from aqueous dimethylformamide. The product was purified by converting it to the diammonium salt and then to the disodium salt, m.p. 222°-225° C. (dec.). The latter was acidified to produce the free acid form of 3'-carboxy-5'-amino-... Starting materials: CCc1ccc(N)cc1, [NH4+], O=[N+]([O-])[O-], O=S(=O)(O)O. Yields the product CCc1ccc(N)cc1[N+](=O)[O-]. As a reaction SMILES: [CH2:6]([CH3:7])[c:8]1[cH:9][cH:10][c:11]([NH2:12])[cH:13][cH:14]1.[NH4+:1].[O-:2][N+:3]([O-:4])=[O:5].[S:15](=[O:16])(=[O:17])([OH:18])[OH:19]>>[O-:2][N+:3](=[O:5])[c:9]1[c:8]([CH2:6][CH3:7])[cH:14][cH:13][c:11]([NH2:12])[cH:10]1.